describe an organic reaction: reactants, conditions, products, and yield From a dataset of the Open Reaction Database (ORD), a public repository of structured organic reaction records. Starting materials: CCOC1SCC(C(O[SiH](C)C)C(C)(C)C)S1, CCOP(OCC)OCC, [Cl-], [Cl-], ClP(Cl)Cl, ClCCl, [Zn+2]. Product: CCOP(=O)(OCC)C1SCC(C(O[SiH](C)C)C(C)(C)C)S1. RXN SMILES: [C:1]([CH3:2])([CH3:3])([CH3:4])[CH:5]([CH:6]1[S:7][CH:8]([O:11][CH2:12][CH3:13])[S:9][CH2:10]1)[O:14][SiH:15]([CH3:16])[CH3:17].[CH2:18]([CH3:19])[O:20][P:21]([O:22][CH2:23][CH3:24])[O:25][CH2:26][CH3:27].[Cl-:35].[Cl-:37].[Cl:28][P:29]([Cl:30])[Cl:31].[Cl:32][CH2:33][Cl:34].[Zn+2:36]>>[C:1]([CH3:2])([CH3:3])([CH3:4])[CH:5]([CH:6]1[S:7][CH:8]([P:21]([O:20][CH2:18][CH3:19])([O:22][CH2:23][CH3:24])=[O:25])[S:9][CH2:10]1)[O:14][SiH:15]([CH3:16])[CH3:17]. Reactants: CCCP(=O)(O)O, CCN(C(C)C)C(C)C, ClCCl, NCC(F)(F)F, O, CCC(C)(Nc1ccnc(-c2c[nH]c3ncccc23)n1)C(=O)O. Yields the product CCC(C)(Nc1ccnc(-c2c[nH]c3ncccc23)n1)C(=O)NCC(F)(F)F. Reaction SMILES: [CH2:33]([P:34]([OH:35])([OH:36])=[O:37])[CH2:38][CH3:39].[CH:1]([N:2]([CH:3]([CH3:4])[CH3:5])[CH2:6][CH3:7])([CH3:8])[CH3:9].[Cl:47][CH2:48][Cl:49].[F:40][C:41]([CH2:42][NH2:43])([F:44])[F:45].[OH2:46].[nH:10]1[cH:11][c:12](-[c:19]2[n:20][cH:21][cH:22][c:23]([NH:25][C:26]([C:27](=[O:28])[OH:29])([CH2:30][CH3:31])[CH3:32])[n:24]2)[c:13]2[c:14]1[n:15][cH:16][cH:17][cH:18]2>>[nH:10]1[cH:11][c:12](-[c:19]2[n:20][cH:21][cH:22][c:23]([NH:25][C:26]([C:27](=[O:28])[NH:43][CH2:42][C:41]([F:40])([F:44])[F:45])([CH2:30][CH3:31])[CH3:32])[n:24]2)[c:13]2[c:14]1[n:15][cH:16][cH:17][cH:18]2. Reactants: CC1CCCN1, CN1CCCC1=O, Cc1nc(C#Cc2ccc(Cl)nc2)cs1. Yields the product Cc1nc(C#Cc2ccc(N3CCCC3C)nc2)cs1. As a reaction SMILES: [CH3:16][CH:17]1[NH:18][CH2:19][CH2:20][CH2:21]1.[CH3:22][N:23]1[CH2:24][CH2:25][CH2:26][C:27]1=[O:28].[Cl:1][c:2]1[n:3][cH:4][c:5]([C:8]#[C:9][c:10]2[n:11][c:12]([CH3:15])[s:13][cH:14]2)[cH:6][cH:7]1>>[c:2]1([N:18]2[CH:17]([CH3:16])[CH2:21][CH2:20][CH2:19]2)[n:3][cH:4][c:5]([C:8]#[C:9][c:10]2[n:11][c:12]([CH3:15])[s:13][cH:14]2)[cH:6][cH:7]1. Starting materials: CC(CCNC(=O)OC(C)(C)C)N1CCC(=O)CC1, CC(=O)O, NCc1cccc(Cl)c1, ClCCl. Product: CC(CCNC(=O)OC(C)(C)C)N1CCC(NCc2cccc(Cl)c2)CC1. Reaction SMILES: [C:1]([CH3:2])([CH3:3])([CH3:4])[O:5][C:6]([NH:7][CH2:8][CH2:9][CH:10]([CH3:11])[N:12]1[CH2:13][CH2:14][C:15](=[O:18])[CH2:16][CH2:17]1)=[O:19].[CH3:29][C:30](=[O:31])[OH:32].[Cl:20][c:21]1[cH:22][c:23]([CH2:24][NH2:25])[cH:26][cH:27][cH:28]1.[Cl:33][CH2:34][Cl:35]>>[C:1]([CH3:2])([CH3:3])([CH3:4])[O:5][C:6]([NH:7][CH2:8][CH2:9][CH:10]([CH3:11])[N:12]1[CH2:13][CH2:14][CH:15]([NH:25][CH2:24][c:23]2[cH:22][c:21]([Cl:20])[cH:28][cH:27][cH:26]2)[CH2:16][CH2:17]1)=[O:19].